The task is: describe an organic reaction: reactants, conditions, products, and yield. This data is from the Open Reaction Database (ORD), a public repository of structured organic reaction records. The reactants are Brc1ncccn1, O=C([O-])[O-], COc1cc([N+](=O)[O-])ccc1O, [Cs+], [Cs+], CN(C)C=O. Yields the product COc1cc([N+](=O)[O-])ccc1Oc1ncccn1. Reaction SMILES: [Br:1][c:2]1[n:3][cH:4][cH:5][cH:6][n:7]1.[C:20](=[O:21])([O-:22])[O-:23].[CH3:8][O:9][c:10]1[c:11]([OH:19])[cH:12][cH:13][c:14]([N+:16](=[O:17])[O-:18])[cH:15]1.[Cs+:24].[Cs+:25].[O:26]=[CH:27][N:28]([CH3:29])[CH3:30]>>[c:2]1([O:19][c:11]2[c:10]([O:9][CH3:8])[cH:15][c:14]([N+:16](=[O:17])[O-:18])[cH:13][cH:12]2)[n:3][cH:4][cH:5][cH:6][n:7]1. Reactants: CO, [GeH4], NN, O=S(=O)(Cl)c1cccs1. The product is NNS(=O)(=O)c1cccs1. RXN SMILES: [CH3:13][OH:14].[GeH4:1].[NH2:2][NH2:3].[s:4]1[c:5]([S:9](=[O:10])(=[O:11])[Cl:12])[cH:6][cH:7][cH:8]1>>[NH:2]([NH2:3])[S:9]([c:5]1[s:4][cH:8][cH:7][cH:6]1)(=[O:10])=[O:11]. Starting materials: CC(C)(C)OC(=O)NCc1nc(-c2ccncc2)no1, ClCCl, O=C(O)C(F)(F)F. The product is NCc1nc(-c2ccncc2)no1. As a reaction SMILES: [C:8]([O:9][C:10](=[O:11])[NH:14][CH2:15][c:16]1[n:17][c:18](-[c:21]2[cH:22][cH:23][n:24][cH:25][cH:26]2)[n:19][o:20]1)([CH3:12])([CH3:13])[CH3:27].[Cl:28][CH2:29][Cl:30].[OH:1][C:2]([C:3]([F:4])([F:5])[F:6])=[O:7]>>[NH2:14][CH2:15][c:16]1[n:17][c:18](-[c:21]2[cH:22][cH:23][n:24][cH:25][cH:26]2)[n:19][o:20]1.